Dataset: the Open Reaction Database (ORD), a public repository of structured organic reaction records. Task: describe an organic reaction: reactants, conditions, products, and yield The reactants are ClC1=C(C=C(C=C1)S(NC1CC1)(=O)=O)C1=NN(C(N1)=O)C1=CC(=C(C(=O)OC)C=C1)OC (methyl 4-(3-(2-chloro-5-(N-cyclopropylsulfamoyl) phenyl)-5-oxo-4,5-dihydro-1H-1,2,4-triazol-1-yl)-2-methoxybenz oate), FC(C=1C=C(N)C=CC1)(F)F (3-(trifluoromethyl)aniline), C[Al](C)C (trimethyl aluminium). Solvent: C1(=CC=CC=C1)C (toluene). Yields the product ClC1=C(C=C(C=C1)S(NC1CC1)(=O)=O)C1=NN(C(N1)=O)C1=CC(=C(C(=O)NC2=CC(=CC=C2)C(F)(F)F)C=C1)OC (4-(3-(2-Chloro-5-(N-cyclopropylsulfamoyl)phenyl)-5-oxo-4,5-dihydro-1H-1,2,4-triazol-1-yl)-2-methoxy-N-(3-(trifluoromethyl)phenyl)benzamide). Reaction SMILES: [Cl:1][C:2]1[CH:7]=[CH:6][C:5]([S:8](=[O:14])(=[O:13])[NH:9][CH:10]2[CH2:12][CH2:11]2)=[CH:4][C:3]=1[C:15]1[NH:19][C:18](=[O:20])[N:17]([C:21]2[CH:30]=[CH:29][C:24]([C:25]([O:27]C)=O)=[C:23]([O:31][CH3:32])[CH:22]=2)[N:16]=1.[F:33][C:34]([F:43])([F:42])[C:35]1[CH:36]=[C:37]([CH:39]=[CH:40][CH:41]=1)[NH2:38].C[Al](C)C>C1(C)C=CC=CC=1>[Cl:1][C:2]1[CH:7]=[CH:6][C:5]([S:8](=[O:13])(=[O:14])[NH:9][CH:10]2[CH2:11][CH2:12]2)=[CH:4][C:3]=1[C:15]1[NH:19][C:18](=[O:20])[N:17]([C:21]2[CH:30]=[CH:29][C:24]([C:25]([NH:38][C:37]3[CH:39]=[CH:40][CH:41]=[C:35]([C:34]([F:33])([F:42])[F:43])[CH:36]=3)=[O:27])=[C:23]([O:31][CH3:32])[CH:22]=2)[N:16]=1. Reported procedure: The title compound was prepared by following the procedure as described for Example-31 by using methyl 4-(3-(2-chloro-5-(N-cyclopropylsulfamoyl) phenyl)-5-oxo-4,5-dihydro-1H-1,2,4-triazol-1-yl)-2-methoxybenz oate (Intermediate-40, 0.040 g, 0.08 mmol), 3-(trifluoromethyl)aniline (0.020 g, 0.12 mmol), trimethyl aluminium (2M solution in toluene) (1 ml) and dry toluene (5.0 mL) to afford 0.015 g of crude product, which was purified by washing with methanol:DCM:DEE to afford 0.015 g of pure product.... The reactants are C(CCC)C1=NC2=C(N1CC1=CC=C(C=C1)C=1C(=CC=CC1)C(=O)OC(C)(C)C)C=C(C=C2)N(CCCC2CCCCC2)C(=O)NC (tert.butyl 4'-[(2-n-butyl-6-(N-methylaminocarbonyl-N-(3-cyclohexyl-n-propyl)-amino)-benzimidazol-1-yl)-methyl]biphenyl-2-carboxylate), [O-2].[Al+3].[O-2].[O-2].[Al+3] (aluminium oxide), petroleum ether ethyl acetate. Yields the product C(CCC)C1=NC2=C(N1CC1=CC=C(C=C1)C=1C(=CC=CC1)C(=O)OC(C)(C)C)C=C(C=C2)OC(=O)NC2CCCCC2 (tert.butyl 4'-[(2-n-butyl-6-cyclohexylaminocarbonyloxy-benzimidazol-1-yl)-methyl]biphenyl-2-carboxylate). RXN SMILES: [CH2:1]([C:5]1[N:9]([CH2:10][C:11]2[CH:16]=[CH:15][C:14]([C:17]3[C:18]([C:23]([O:25][C:26]([CH3:29])([CH3:28])[CH3:27])=[O:24])=[CH:19][CH:20]=[CH:21][CH:22]=3)=[CH:13][CH:12]=2)[C:8]2[CH:30]=[C:31](N(C(NC)=O)CCCC3CCCCC3)[CH:32]=[CH:33][C:7]=2[N:6]=1)[CH2:2][CH2:3][CH3:4].[O-2:48].[Al+3].[O-2:50].[O-2].[Al+3]>>[CH2:1]([C:5]1[N:9]([CH2:10][C:11]2[CH:12]=[CH:13][C:14]([C:17]3[C:18]([C:23]([O:25][C:26]([CH3:28])([CH3:29])[CH3:27])=[O:24])=[CH:19][CH:20]=[CH:21][CH:22]=3)=[CH:15][CH:16]=2)[C:8]2[CH:30]=[C:31]([O:48][C:5]([NH:6][CH:7]3[CH2:33][CH2:32][CH2:31][CH2:30][CH2:8]3)=[O:50])[CH:32]=[CH:33][C:7]=2[N:6]=1)[CH2:2][CH2:3][CH3:4] |f:1.2.3.4.5|. Procedure details: tert.butyl 4'-[(2-n-butyl-6-(N-methylaminocarbonyl-N-(3-cyclohexyl-n-propyl)-amino)-benzimidazol-1-yl)-methyl]biphenyl-2-carboxylate oil, Rf value: 0.15 (aluminium oxide: petroleum ether/ethyl acetate=2:3) Reactants: FC=1C=C2C=C(NC2=CC1)C(=O)NC(C(=O)O)CC1=CC=CC=C1 (2-[(5-fluoro-1H-indole-2-carbonyl)-amino]-3-phenyl-propionic acid), solution, Cl.CN(CCCN=C=NCC)C (1-(3-dimethylaminopropyl)-3-ethylcarbodiimide hydrochloride), solution, COC1=CC=C2NC=C(CCN)C2=C1 (5-methoxytryptamine), solution. Solvent: CN(C=O)C (dimethylformamide), CN(C)C=O (DMF), CN(C)C=O (DMF). Reaction conditions: time 3 day. Product: COC=1C=C2C(=CNC2=CC1)CCNC(=O)C(CC1=CC=CC=C1)NC(=O)C=1NC2=CC=C(C=C2C1)F (5-Fluoro-1H-indole-2-carboxylic acid {1-[2-(5-methoxy-1H-indole-3-yl)-ethylcarbamoyl]-2-phenyl-ethyl}-amide). RXN SMILES: [F:1][C:2]1[CH:3]=[C:4]2[C:8](=[CH:9][CH:10]=1)[NH:7][C:6]([C:11]([NH:13][CH:14]([CH2:18][C:19]1[CH:24]=[CH:23][CH:22]=[CH:21][CH:20]=1)[C:15](O)=[O:16])=[O:12])=[CH:5]2.Cl.CN(C)CCCN=C=NCC.[CH3:37][O:38][C:39]1[CH:50]=[C:49]2[C:42]([NH:43][CH:44]=[C:45]2[CH2:46][CH2:47][NH2:48])=[CH:41][CH:40]=1>CN(C)C=O>[CH3:37][O:38][C:39]1[CH:50]=[C:49]2[C:42](=[CH:41][CH:40]=1)[NH:43][CH:44]=[C:45]2[CH2:46][CH2:47][NH:48][C:15]([CH:14]([NH:13][C:11]([C:6]1[NH:7][C:8]2[C:4]([CH:5]=1)=[CH:3][C:2]([F:1])=[CH:10][CH:9]=2)=[O:12])[CH2:18][C:19]1[CH:20]=[CH:21][CH:22]=[CH:23][CH:24]=1)=[O:16] |f:1.2|. Procedure: To 5.0 μmol of 2-[(5-fluoro-1H-indole-2-carbonyl)-amino]-3-phenyl-propionic acid (50 μL of a 0.1 mM solution in dimethylformamide) was added 1-(3-dimethylaminopropyl)-3-ethylcarbodiimide hydrochloride (50 μL of a 0.11 mM solution in DMF, 5.5 μmol) followed by 5-methoxytryptamine (50 μL of a 0.11 mM solution in DMF, 5.5 μmol). The reaction was agitated for 3 days and then concentrated to dryness. The crude product was partitioned between chloroform (0.5 mL) and water (0.25 mL) and the organic lay... The reactants are NCCNC1=NC=C(C=C1)[N+](=O)[O-] ((2aminoethyl)(5-nitro(2-pyridyl))amine), CCN(C(C)C)C(C)C (iPr2NEt), [N+](=O)([O-])C1=C(C=CC=C1)S(=O)(=O)Cl (2-nitrobenzenesulfonyl chloride). Run in C(Cl)Cl (CH2Cl2). Reaction conditions: temperature 23 celsius, time 6 hour. Product: [N+](=O)([O-])C=1C=CC(=NC1)NCCNS(=O)(=O)C1=C(C=CC=C1)[N+](=O)[O-] ({2-[(5-nitro(2-pyridyl))amino]ethyl}[(2-nitrophenyl)sulfonyl]amine). As a reaction SMILES: [NH2:1][CH2:2][CH2:3][NH:4][C:5]1[CH:10]=[CH:9][C:8]([N+:11]([O-:13])=[O:12])=[CH:7][N:6]=1.CCN(C(C)C)C(C)C.[N+:23]([C:26]1[CH:31]=[CH:30][CH:29]=[CH:28][C:27]=1[S:32](Cl)(=[O:34])=[O:33])([O-:25])=[O:24]>C(Cl)Cl>[N+:11]([C:8]1[CH:9]=[CH:10][C:5]([NH:4][CH2:3][CH2:2][NH:1][S:32]([C:27]2[CH:28]=[CH:29][CH:30]=[CH:31][C:26]=2[N+:23]([O-:25])=[O:24])(=[O:33])=[O:34])=[N:6][CH:7]=1)([O-:13])=[O:12]. Procedure details: To a suspension of resin-bound (2aminoethyl)(5-nitro(2-pyridyl))amine (30 g, 21 mmol), CH2Cl2 (250 mL) and iPr2NEt (18.3 mL, 105 mmol) at 23° C. was added 2-nitrobenzenesulfonyl chloride (23.3 g, 105 mmol). The resulting mixture was shaken at 23° C. for 6 h, filtered, washed with NMP, H2O and CH2Cl2 and air dried to yield polymer-bound {2-[(5-nitro(2-pyridyl))amino]ethyl}[(2-nitrophenyl)sulfonyl]amine. Starting materials: B, C1CCOC1, C1CCOC1, O, O=C(O)C1CCN(c2ccncc2)CC1. Product: OCC1CCN(c2ccncc2)CC1. RXN SMILES: [BH3:21].[O:16]1[CH2:17][CH2:18][CH2:19][CH2:20]1.[O:23]1[CH2:24][CH2:25][CH2:26][CH2:27]1.[OH2:22].[n:1]1[cH:2][cH:3][c:4]([N:7]2[CH2:8][CH2:9][CH:10]([C:13](=[O:14])[OH:15])[CH2:11][CH2:12]2)[cH:5][cH:6]1>>[n:1]1[cH:2][cH:3][c:4]([N:7]2[CH2:8][CH2:9][CH:10]([CH2:13][OH:14])[CH2:11][CH2:12]2)[cH:5][cH:6]1. The reactants are C(C)(=O)C1=C(C=C(C=C1C)C)C (1-acetyl-2,4,6-trimethylbenzene), O1CCCC1 (tetrahydrofuran), C1(=CC=CC=C1)C (toluene), aqueous solution, C(=O)([O-])[O-].[K+].[K+] (K2CO3). Reagents/catalysts: [Zn] (Zn), Cl[Ti](Cl)(Cl)Cl (TiCl4). Conditions: time 2 hour. Product: C1(=C(C(=CC(=C1)C)C)C(C)=C(C)C1=C(C=C(C=C1C)C)C)C (2,3-dimesityl-2-butene). RXN SMILES: [C:1]([C:4]1[C:9]([CH3:10])=[CH:8][C:7]([CH3:11])=[CH:6][C:5]=1[CH3:12])(=O)[CH3:2].[C:13]1([CH3:19])[CH:18]=C[CH:16]=[CH:15][CH:14]=1.[C:20]([O-])([O-])=O.[K+].[K+].O1[CH2:30][CH2:29][CH2:28][CH2:27]1>[Zn].Cl[Ti](Cl)(Cl)Cl>[C:5]1([CH3:12])[CH:6]=[C:7]([CH3:11])[CH:8]=[C:9]([CH3:10])[C:4]=1[C:1](=[C:28]([C:29]1[C:30]([CH3:20])=[CH:18][C:13]([CH3:19])=[CH:14][C:15]=1[CH3:16])[CH3:27])[CH3:2] |f:2.3.4|. Reported procedure: 1-acetyl-2,4,6-trimethylbenzene (5 mmol, 832 μL) was added to a suspension of Zn (20 mmol, 1.3 g) in tetrahydrofuran (THF, 10 mL) under N2 immersed in an ice bath followed by a toluene solution of TiCl4 (10 mmol, 10 mL of 1M sol.). The reaction mixture was stirred 2 hour at ice-bath temperature and then refluxed for ca. 18 hours. After the reaction mixture had cooled to ambient, 10% aqueous solution of K2CO3 (ca 30 mL) was added and the solution was extracted twice with ether. Combine extract we... Reactants: FC=1C=C2C(=C(NC2=CC1)CCC(=O)OC(C)C)C (isopropyl 5-fluoro-3-methyl-1H-indole-2-propanoate), [OH-].[Na+] (sodiumhydroxide), CO (methanol). The solvent is O (water). Run at time 4 hour. The product is FC=1C=C2C(=C(NC2=CC1)CCC(=O)O)C (5-fluoro-3-methyl-1H-indole-2-propanoic acid). The yield is 102.0%. RXN SMILES: [F:1][C:2]1[CH:3]=[C:4]2[C:8](=[CH:9][CH:10]=1)[NH:7][C:6]([CH2:11][CH2:12][C:13]([O:15]C(C)C)=[O:14])=[C:5]2[CH3:19].[OH-].[Na+].CO>O>[F:1][C:2]1[CH:3]=[C:4]2[C:8](=[CH:9][CH:10]=1)[NH:7][C:6]([CH2:11][CH2:12][C:13]([OH:15])=[O:14])=[C:5]2[CH3:19] |f:1.2|. Procedure: A mixture of isopropyl 5-fluoro-3-methyl-1H-indole-2-propanoate (0.42 g),1N sodiumhydroxide (6.3 ml) and methanol (20 ml) are stirred at room temperature for 4 hours. The reaction mixture is poured into water, washed with methylene chloride, acidified with 1N HCl and extracted with methylene chloride. The organic layer, dried and evaporated, affords 0.36 g of 5-fluoro-3-methyl-1H-indole-2-propanoic acid. Reactants: O=C1SC[C@H](N1)C(=O)O ((R)-(−)-2-oxo-thiazolidine-4-carboxylic acid), Cl.COC([C@@H](N)CC(C)C)=O (L-Leucine methylester hydrochloride). Run in C1CCOC1 (THF), C1CCOC1 (THF). Yields the product COC([C@@H](NC(=O)[C@H]1NC(SC1)=O)CC(C)C)=O (N-{[(R)-(2-Oxo-thiazolidine-4-yl)carbonyl]}-L-leucine methylester). RXN SMILES: [O:1]=[C:2]1[NH:6][C@H:5]([C:7]([OH:9])=O)[CH2:4][S:3]1.Cl.[CH3:11][O:12][C:13](=[O:20])[C@H:14]([CH2:16][CH:17]([CH3:19])[CH3:18])[NH2:15]>C1COCC1>[CH3:11][O:12][C:13](=[O:20])[C@H:14]([CH2:16][CH:17]([CH3:19])[CH3:18])[NH:15][C:7]([C@@H:5]1[CH2:4][S:3][C:2](=[O:1])[NH:6]1)=[O:9] |f:1.2|. Procedure details: To a solution of (R)-(−)-2-oxo-thiazolidine-4-carboxylic acid (1.49 g, 10.2 mmols), L-Leucine methylester hydrochloride (1.85 g, 10.2 mmols) and N-methylmorpholinee (1.12 ml, 10.2 mmols) in anhydrous THF (15 ml), cooled at 0° C., was added, under stirring, a solution of DCDI (2.10 g, 10.2 mmols) and HBT (13 mg, 1 mmols) in anhydrous THF (8 ml). After standing one night at room temperature, the N,N′-dicyclohexylures and the hydrochloride of N-methylmorpholines were separated by filtration and the... The reactants are C([O-])(O)=O.[Na+] (sodium bicarbonate), O.O.Cl.Cl.NC1[C@@H]2N(C(=C(CS2)C[N+]2=CC=CC=C2)C(=O)[O-])C1=O (7-amino-3-(1-pyridiniomethyl)-3-cephem-4-carboxylate dihydrochloride dihydrate), C(C=C)ON=C(C(=O)Cl)C1=NSC(=N1)NP(=O)(Cl)Cl (2-allyloxyimino-2-(5-dichlorophosphorylamino-1,2,4-thiadiazol-3-yl)acetyl chloride), C[Si](C)(C)CC(=O)N (trimethylsilylacetamide). Run in C(Cl)Cl (methylene chloride). Reaction conditions: time 15 minute. Product: C(C=C)ON=C(C(=O)NC1[C@@H]2N(C(=C(CS2)C[N+]2=CC=CC=C2)C(=O)[O-])C1=O)C1=NSC(=N1)NP(=O)(O)O (7-[2-allyloxyimino-2-(5-phosphonoamino-1,2,4-thiadiazol-3-yl)acetamido]-3-(1-pyridiniomethyl)-3-cephem-4-carboxylate). The yield is 74.5%. RXN SMILES: [OH2:1].[OH2:2].Cl.Cl.[NH2:5][CH:6]1[C:23](=[O:24])[N:8]2[C:9]([C:20]([O-:22])=[O:21])=[C:10]([CH2:13][N+:14]3[CH:19]=[CH:18][CH:17]=[CH:16][CH:15]=3)[CH2:11][S:12][C@H:7]12.C[Si](CC(N)=O)(C)C.[CH2:33]([O:36][N:37]=[C:38]([C:42]1[N:46]=[C:45]([NH:47][P:48](Cl)(Cl)=[O:49])[S:44][N:43]=1)[C:39](Cl)=[O:40])[CH:34]=[CH2:35].C(=O)(O)[O-].[Na+]>C(Cl)Cl>[CH2:33]([O:36][N:37]=[C:38]([C:42]1[N:46]=[C:45]([NH:47][P:48]([OH:49])([OH:2])=[O:1])[S:44][N:43]=1)[C:39]([NH:5][CH:6]1[C:23](=[O:24])[N:8]2[C:9]([C:20]([O-:22])=[O:21])=[C:10]([CH2:13][N+:14]3[CH:15]=[CH:16][CH:17]=[CH:18][CH:19]=3)[CH2:11][S:12][C@H:7]12)=[O:40])[CH:34]=[CH2:35] |f:0.1.2.3.4,7.8|. Procedure details: To a suspension of 7-amino-3-(1-pyridiniomethyl)-3-cephem-4-carboxylate dihydrochloride dihydrate (56 g) in methylene chloride (1.12 l) was added trimethylsilylacetamide (280 g) and the mixture was stirred for 15 minutes at ambient temperature. The solution was cooled at -20° C. and 2-allyloxyimino-2-(5-dichlorophosphorylamino-1,2,4-thiadiazol-3-yl)acetyl chloride (syn isomer) (51 g) was added thereto at the same temperature under stirring, which was continued for 20 minutes at -13° to -10° C. a... Starting materials: CO, COc1ccccc1C=CC(C)=O, Cl, NO, [Na+], [OH-]. The product is COc1ccccc1C=CC(C)=NO. Reaction SMILES: [CH3:19][OH:20].[CH3:1][O:2][c:3]1[c:4]([CH:9]=[CH:10][C:11]([CH3:12])=[O:13])[cH:5][cH:6][cH:7][cH:8]1.[ClH:14].[NH2:15][OH:16].[Na+:18].[OH-:17]>>[CH3:1][O:2][c:3]1[c:4]([CH:9]=[CH:10][C:11]([CH3:12])=[N:15][OH:16])[cH:5][cH:6][cH:7][cH:8]1.